Dataset: the Open Reaction Database (ORD), a public repository of structured organic reaction records. Task: describe an organic reaction: reactants, conditions, products, and yield Reactants: [Al+3], [H-], [H-], [H-], [H-], [Li+], C1COCCO1, O=C(CCCOc1cccc(CN2CCCCC2)c1)Nc1nc(CCc2ccccc2)n[nH]1. The product is c1ccc(CCc2n[nH]c(NCCCCOc3cccc(CN4CCCCC4)c3)n2)cc1. RXN SMILES: [Al+3:35].[H-:34].[H-:37].[H-:38].[H-:39].[Li+:36].[O:40]1[CH2:41][CH2:42][O:43][CH2:44][CH2:45]1.[c:1]1([CH2:7][CH2:8][c:9]2[n:10][nH:11][c:12]([NH:14][C:15]([CH2:16][CH2:17][CH2:18][O:19][c:20]3[cH:21][c:22]([CH2:26][N:27]4[CH2:28][CH2:29][CH2:30][CH2:31][CH2:32]4)[cH:23][cH:24][cH:25]3)=[O:33])[n:13]2)[cH:2][cH:3][cH:4][cH:5][cH:6]1>>[c:1]1([CH2:7][CH2:8][c:9]2[n:10][nH:11][c:12]([NH:14][CH2:15][CH2:16][CH2:17][CH2:18][O:19][c:20]3[cH:21][c:22]([CH2:26][N:27]4[CH2:28][CH2:29][CH2:30][CH2:31][CH2:32]4)[cH:23][cH:24][cH:25]3)[n:13]2)[cH:2][cH:3][cH:4][cH:5][cH:6]1. Starting materials: C1N(CC2C1CNC2)C2=NC1=CC=CC=C1N=C2 (2-(hexahydro-pyrrolo[3,4-c]pyrrol-2-yl)-quinoxaline), COC1=CC(=C(C(=O)O)C=C1)C (4-methoxy-2-methyl-benzoic acid). Product: COC1=CC(=C(C=C1)C(=O)N1CC2CN(CC2C1)C1=NC2=CC=CC=C2N=C1)C ((4-Methoxy-2-methyl-phenyl)-(5-quinoxalin-2-yl-hexahydro-pyrrolo[3,4-c]pyrrol-2-yl)-methanone). RXN SMILES: [CH2:1]1[CH:5]2[CH2:6][NH:7][CH2:8][CH:4]2[CH2:3][N:2]1[C:9]1[CH:18]=[N:17][C:16]2[C:11](=[CH:12][CH:13]=[CH:14][CH:15]=2)[N:10]=1.[CH3:19][O:20][C:21]1[CH:29]=[CH:28][C:24]([C:25](O)=[O:26])=[C:23]([CH3:30])[CH:22]=1>>[CH3:19][O:20][C:21]1[CH:29]=[CH:28][C:24]([C:25]([N:7]2[CH2:8][CH:4]3[CH:5]([CH2:1][N:2]([C:9]4[CH:18]=[N:17][C:16]5[C:11](=[CH:12][CH:13]=[CH:14][CH:15]=5)[N:10]=4)[CH2:3]3)[CH2:6]2)=[O:26])=[C:23]([CH3:30])[CH:22]=1. Procedure: The title compound was prepared in a manner analogous to Example 15 utilizing Intermediate 35 and 4-methoxy-2-methyl-benzoic acid. MS (ESI): mass calculated for C23H24N4O2, 388.47; m/z found 389.2 [M+H]+. Reactants: [H-].[Na+] (sodium hydride), N1=C(N=CC=C1)N1CCN(CC1)CCCN1S(C2=C(NC1=O)C=CC(=C2)OC)(=O)=O (2-(3-(4-(2-pyrimidinyl)-1-piperazinyl)propyl)-7-methoxy-1,2,4-benzothiadiazin-3(4H)one 1,1dioxide), CI (methyl iodide). Run in CN(C)C=O (DMF). Reaction conditions: time 0.25 hour. The product is N1=C(N=CC=C1)N1CCN(CC1)CCCN1S(C2=C(N(C1=O)C)C=CC(=C2)OC)(=O)=O (2-(3-(4-(2-pyrimidinyl)-1-piperazinyl)propyl)-4-methyl-7-methoxy-1,2,4-benzothiadiazin-3(4H)one 1,1-dioxide). As a reaction SMILES: [N:1]1[CH:6]=[CH:5][CH:4]=[N:3][C:2]=1[N:7]1[CH2:12][CH2:11][N:10]([CH2:13][CH2:14][CH2:15][N:16]2[C:21](=[O:22])[NH:20][C:19]3[CH:23]=[CH:24][C:25]([O:27][CH3:28])=[CH:26][C:18]=3[S:17]2(=[O:30])=[O:29])[CH2:9][CH2:8]1.[H-].[Na+].[CH3:33]I>CN(C=O)C>[N:3]1[CH:4]=[CH:5][CH:6]=[N:1][C:2]=1[N:7]1[CH2:8][CH2:9][N:10]([CH2:13][CH2:14][CH2:15][N:16]2[C:21](=[O:22])[N:20]([CH3:33])[C:19]3[CH:23]=[CH:24][C:25]([O:27][CH3:28])=[CH:26][C:18]=3[S:17]2(=[O:29])=[O:30])[CH2:11][CH2:12]1 |f:1.2|. Procedure: 0.028 mol of 2-(3-(4-(2-pyrimidinyl)-1-piperazinyl)propyl)-7-methoxy-1,2,4-benzothiadiazin-3(4H)one 1,1dioxide is dissolved in 150 ml of absolute DMF, and 0.028 mol of sodium hydride is added to the solution and the mixture is stirred at room temperature for 0.25 hour. Then 0.028 mol of methyl iodide is added and the mixture is stirred at 25° C. for a further 2 hours. The product is precipitated as crystals by dropwise addition of a total of 18 ml of water. It is purified by crystallisation from... Reactants: Cl.C(C1=CC=CC=C1)OC1=CC=C2C(=NC=NC2=C1)NC1=C(C=C(C(=C1)OC(=O)OC)C)F (7-Benzyloxy-4-(2-fluoro-5-methoxycarbonyloxy-4-methylanilino)quinazoline hydrochloride). The reagents and catalysts are [Pd] (palladium-on-charcoal). Run in CO.CN(C)C=O.ClC(Cl)Cl (methanol DMF trichloromethane). Reaction conditions: time 45 minute. Product: Cl.FC1=C(NC2=NC=NC3=CC(=CC=C23)O)C=C(C(=C1)C)OC(=O)OC (4-(2-fluoro-5-methoxycarbonyloxy-4-methylanilino)-7-hydroxyquinazoline hydrochloride). The yield is 99.7%. RXN SMILES: [ClH:1].C([O:9][C:10]1[CH:19]=[C:18]2[C:13]([C:14]([NH:20][C:21]3[CH:26]=[C:25]([O:27][C:28]([O:30][CH3:31])=[O:29])[C:24]([CH3:32])=[CH:23][C:22]=3[F:33])=[N:15][CH:16]=[N:17]2)=[CH:12][CH:11]=1)C1C=CC=CC=1>[Pd].CO.CN(C=O)C.ClC(Cl)Cl>[ClH:1].[F:33][C:22]1[CH:23]=[C:24]([CH3:32])[C:25]([O:27][C:28]([O:30][CH3:31])=[O:29])=[CH:26][C:21]=1[NH:20][C:14]1[C:13]2[C:18](=[CH:19][C:10]([OH:9])=[CH:11][CH:12]=2)[N:17]=[CH:16][N:15]=1 |f:0.1,3.4.5,6.7|. Procedure details: 7-Benzyloxy-4-(2-fluoro-5-methoxycarbonyloxy-4-methylanilino)quinazoline hydrochloride (1.53 g, 3.25 mmol) and 10% palladium-on-charcoal catalyst (1 80 mg) in a mixture of methanol/DMF/trichloromethane (75 ml, 6 ml, 30 ml) was stirred under hydrogen at 1.5 atmospheres for 45 minutes. The catalyst was removed by filtration through diatomaceous earth and the solvent removed from the filtrate by evaporation. The residue was triturated with ether, the resulting solid collected by filtration and drie... The reactants are CCN(C(C)C)C(C)C (DIPEA), FC(C(=O)O)(F)F.O=C(/C=C/C=1C=C2CC3(CCNCC3)C(NC2=NC1)=O)N1CC=C(CC1)CC=1SC=CN1 ((E)-6-(3-oxo-3-(4-(thiazol-2-ylmethyl)-5,6-dihydropyridin-1(2H)-yl)prop-1-en-1-yl)-1H-spiro[[1,8]naph-thyridine-3,4′-piperidin]-2(4H)-one 2,2,2-trifluoroacetate), FC(C(=O)O)(F)F.O=C(/C=C/C=1C=C2CC3(CCNCC3)C(NC2=NC1)=O)N1CC=C(CC1)CC=1SC=CN1 ((E)-6-(3-oxo-3-(4-(thiazol-2-ylmethyl)-5,6-dihydropyridin-1(2H)-yl)prop-1-en-1-yl)-1H-spiro[[1,8]naph-thyridine-3,4′-piperidin]-2(4H)-one 2,2,2-trifluoroacetate), C(CO)(=O)O (Glycolic acid), C=1C=CC2=C(C1)N=NN2O (HOBt), CCN=C=NCCCN(C)C.Cl (EDC.HCl). The solvent is O (water), CN(C)C=O (DMF). Reaction conditions: temperature 27.5 celsius, time 16 hour. Yields the product OCC(=O)N1CCC2(CC1)C(NC1=NC=C(C=C1C2)\C=C\C(N2CC=C(CC2)CC=2SC=CN2)=O)=O ((E)-1′-(2-hydroxyacetyl)-6-(3-oxo-3-(4-(thiazol-2-ylmethyl)-5,6-dihydropyridin-1(2H)-yl)prop-1-en-1-yl)-1H-spiro[[1,8]naphthyridine-3,4′-piperidin]-2(4H)-one). Yield: 22.5%. Reaction SMILES: CCN(C(C)C)C(C)C.FC(F)(F)C(O)=O.[O:17]=[C:18]([N:37]1[CH2:42][CH2:41][C:40]([CH2:43][C:44]2[S:45][CH:46]=[CH:47][N:48]=2)=[CH:39][CH2:38]1)/[CH:19]=[CH:20]/[C:21]1[CH:22]=[C:23]2[C:33](=[N:34][CH:35]=1)[NH:32][C:31](=[O:36])[C:25]1([CH2:30][CH2:29][NH:28][CH2:27][CH2:26]1)[CH2:24]2.[C:49](O)(=[O:52])[CH2:50][OH:51].C1C=CC2N(O)N=NC=2C=1.CCN=C=NCCCN(C)C.Cl>CN(C=O)C.O>[OH:52][CH2:49][C:50]([N:28]1[CH2:29][CH2:30][C:25]2([CH2:24][C:23]3[C:33](=[N:34][CH:35]=[C:21](/[CH:20]=[CH:19]/[C:18](=[O:17])[N:37]4[CH2:42][CH2:41][C:40]([CH2:43][C:44]5[S:45][CH:46]=[CH:47][N:48]=5)=[CH:39][CH2:38]4)[CH:22]=3)[NH:32][C:31]2=[O:36])[CH2:26][CH2:27]1)=[O:51] |f:1.2,5.6|. Procedure details: DIPEA (0.38 mL, 2.13 mmol) was added to a stirred solution of (E)-6-(3-oxo-3-(4-(thiazol-2-ylmethyl)-5,6-dihydropyridin-1(2H)-yl)prop-1-en-1-yl)-1H-spiro[[1,8]naph-thyridine-3,4′-piperidin]-2(4H)-one 2,2,2-trifluoroacetate (Compound 34) (200 mg, 0.35 mmol), Glycolic acid (80 mg, 1.06 mmol), HOBt (96 mg, 0.70 mmol) and EDC.HCl (170 mg, 0.88 mmol) in dry DMF (4 mL) at 20-35° C. and the reaction mixture was allowed to stir at 20-35° C. for 16 h. Then the reaction mixture was diluted with water (30 ...